This data is from the Open Reaction Database (ORD), a public repository of structured organic reaction records. The task is: describe an organic reaction: reactants, conditions, products, and yield Reactants: CCO, CN(C)C=O, O, CCCc1c(OCCOc2ccc([N+](=O)[O-])cc2)ccc(C(C)=O)c1O. Product: CCCc1c(OCCOc2ccc(N)cc2)ccc(C(C)=O)c1O. As a reaction SMILES: [CH3:28][CH2:29][OH:30].[CH3:31][N:32]([CH3:33])[CH:34]=[O:35].[OH2:27].[OH:1][c:2]1[c:3]([C:24]([CH3:25])=[O:26])[cH:4][cH:5][c:6]([O:11][CH2:12][CH2:13][O:14][c:15]2[cH:16][cH:17][c:18]([N+:21]([O-:22])=[O:23])[cH:19][cH:20]2)[c:7]1[CH2:8][CH2:9][CH3:10]>>[OH:1][c:2]1[c:3]([C:24]([CH3:25])=[O:26])[cH:4][cH:5][c:6]([O:11][CH2:12][CH2:13][O:14][c:15]2[cH:16][cH:17][c:18]([NH2:21])[cH:19][cH:20]2)[c:7]1[CH2:8][CH2:9][CH3:10]. The reactants are BrCC1=CC=C(C(=O)OC)C=C1 (methyl 4-bromomethylbenzoate), C[C@H]1NC(OC1)=O ((R)-4-methyloxazolidin-2-one). Yields the product C[C@H]1N(C(OC1)=O)CC1=CC=C(C(=O)OC)C=C1 (methyl (R)-4-(4-methyl-2-oxooxazolidin-3-ylmethyl)benzoate). Yield: 74.4%. RXN SMILES: Br[CH2:2][C:3]1[CH:12]=[CH:11][C:6]([C:7]([O:9][CH3:10])=[O:8])=[CH:5][CH:4]=1.[CH3:13][C@@H:14]1[CH2:18][O:17][C:16](=[O:19])[NH:15]1>>[CH3:13][C@@H:14]1[CH2:18][O:17][C:16](=[O:19])[N:15]1[CH2:2][C:3]1[CH:12]=[CH:11][C:6]([C:7]([O:9][CH3:10])=[O:8])=[CH:5][CH:4]=1. Procedure: Using methyl 4-bromomethylbenzoate (1.00 g) and (R)-4-methyloxazolidin-2-one (0.49 g) and by the reaction and treatment in the same manner as in Preparation Example 42, the title compound (0.81 g) was obtained. Isolated yield 61.0%. Reactants: C(C1=CC=CC=C1)N1CC(CC1)=O (1-benzylpyrrolidin-3-one), C1(=CC=CC=C1)P(C1=CC=CC=C1)(C1=CC=CC=C1)=CC(=O)OC (Methyl (triphenylphosphoranylidene)acetate). Run in C1(=CC=CC=C1)C (toluene). Reported procedure: 1-benzylpyrrolidin-3-one a43 (8.75 g, 50 mmol, 1 eq) is dissolved in toluene (100 ml). Methyl (triphenylphosphoranylidene)acetate a44 (18.4 g, 55 mmol, 1.1 eq) is added and the mixture is refluxed for 60 h. The cold suspension is then filtered and the filtrate is concentrated to dryness. The crude product is purified by chromatography over silicagel (ethyl acetate/hexane 10/90) to afford 7.2 g of pure methyl (1-benzylpyrrolidin-3-ylidene)acetate a45. RXN SMILES: [CH2:1]([N:8]1[CH2:12][CH2:11][C:10](=O)[CH2:9]1)[C:2]1[CH:7]=[CH:6][CH:5]=[CH:4][CH:3]=1.C1(P(=[CH:33][C:34]([O:36][CH3:37])=[O:35])(C2C=CC=CC=2)C2C=CC=CC=2)C=CC=CC=1>C1(C)C=CC=CC=1>[CH2:1]([N:8]1[CH2:12][CH2:11][C:10](=[CH:33][C:34]([O:36][CH3:37])=[O:35])[CH2:9]1)[C:2]1[CH:7]=[CH:6][CH:5]=[CH:4][CH:3]=1. Yields the product C(C1=CC=CC=C1)N1CC(CC1)=CC(=O)OC (methyl (1-benzylpyrrolidin-3-ylidene)acetate). Starting materials: CCOC(=O)CN1C(=O)c2ccc([N+](=O)[O-])cc2C1=O, CC(=O)O. Product: CCOC(=O)CN1C(=O)c2ccc(N)cc2C1=O. As a reaction SMILES: [CH2:1]([CH3:2])[O:3][C:4]([CH2:5][N:6]1[C:7](=[O:19])[c:8]2[cH:9][cH:10][c:11]([N+:16]([O-:17])=[O:18])[cH:12][c:13]2[C:14]1=[O:15])=[O:20].[CH3:21][C:22](=[O:23])[OH:24]>>[CH2:1]([CH3:2])[O:3][C:4]([CH2:5][N:6]1[C:7](=[O:19])[c:8]2[cH:9][cH:10][c:11]([NH2:16])[cH:12][c:13]2[C:14]1=[O:15])=[O:20]. Starting materials: C(C)OC(NC=1SC2=C(N1)C(=CC=C2C=2OCCOC2)OC)=O ([7-(5,6-dihydro-[1,4]dioxin-2-yl)-4-methoxy-benzothiazol-2-yl]-carbamic acid ethyl ester), [H][H] (hydrogen). Reagents/catalysts: [Pd] (palladium on charcoal). Solvent: O1CCOCC1 (dioxane), C(C)(=O)O (acetic acid). The product is C(C)OC(NC=1SC2=C(N1)C(=CC=C2C2OCCOC2)OC)=O ((±)-(7-[1,4]dioxan-2-yl-4-methoxy-benzothiazol-2-yl)-carbamic acid ethyl ester). The yield is 62.1%. RXN SMILES: [CH2:1]([O:3][C:4](=[O:23])[NH:5][C:6]1[S:7][C:8]2[C:14]([C:15]3[O:16][CH2:17][CH2:18][O:19][CH:20]=3)=[CH:13][CH:12]=[C:11]([O:21][CH3:22])[C:9]=2[N:10]=1)[CH3:2].[H][H]>O1CCOCC1.C(O)(=O)C.[Pd]>[CH2:1]([O:3][C:4](=[O:23])[NH:5][C:6]1[S:7][C:8]2[C:14]([CH:15]3[CH2:20][O:19][CH2:18][CH2:17][O:16]3)=[CH:13][CH:12]=[C:11]([O:21][CH3:22])[C:9]=2[N:10]=1)[CH3:2]. Procedure: To a stirred solution of 12.0 g (35.7 mmol) [7-(5,6-dihydro-[1,4]dioxin-2-yl)-4-methoxy-benzothiazol-2-yl]-carbamic acid ethyl ester in 600 ml dioxane and 12 ml acetic acid was added 12 g of 10% palladium on charcoal and the mixture was then stirred for 48 h at room temperature under a 10 bar atmosphere of hydrogen. The mixture was then filtered, washing with dioxane, and the filtrate concentrated in vacuo. Flash chromatography (1/1 acetone/dichloromethane) followed by trituration in ether and h... The reactants are COc1ccc(F)c(-c2ccc(CO[Si](C)(C)C(C)(C)C)cc2C(O)C2(C)CC2)c1, CO, CCOC(C)=O, Cc1ccc(S(=O)(=O)[O-])cc1, c1cc[nH+]cc1. Product: COc1ccc(F)c(-c2ccc(CO)cc2C(O)C2(C)CC2)c1. As a reaction SMILES: [CH3:1][C:2]([Si:3]([CH3:4])([CH3:5])[O:6][CH2:7][c:8]1[cH:9][c:10]([CH:23]([OH:24])[C:25]2([CH3:28])[CH2:26][CH2:27]2)[c:11](-[c:14]2[c:15]([F:22])[cH:16][cH:17][c:18]([O:20][CH3:21])[cH:19]2)[cH:12][cH:13]1)([CH3:29])[CH3:30].[CH3:31][OH:32].[CH3:50][CH2:51][O:52][C:53]([CH3:54])=[O:55].[c:33]1([CH3:34])[cH:35][cH:36][c:37]([S:38]([O-:39])(=[O:40])=[O:41])[cH:42][cH:43]1.[nH+:44]1[cH:45][cH:46][cH:47][cH:48][cH:49]1>>[OH:6][CH2:7][c:8]1[cH:9][c:10]([CH:23]([OH:24])[C:25]2([CH3:28])[CH2:26][CH2:27]2)[c:11](-[c:14]2[c:15]([F:22])[cH:16][cH:17][c:18]([O:20][CH3:21])[cH:19]2)[cH:12][cH:13]1.